Dataset: the Open Reaction Database (ORD), a public repository of structured organic reaction records. Task: describe an organic reaction: reactants, conditions, products, and yield The reactants are C(C)(C)(C)[Si](OC1=CC=C(C=C1)NC(CCl)=O)(C)C (N-[4-(tert-Butyl-dimethyl-silanyloxy)-phenyl]-2-chloro-acetamide), CC1=CC=C(CC2(CCNCC2)O)C=C1 (4-(4-Methyl-benzyl)-piperidin-4-ol). Product: C(C)(C)(C)[Si](OC1=CC=C(C=C1)NC(CN1CCC(CC1)(CC1=CC=C(C=C1)C)O)=O)(C)C (N-[4-(tert-Butyl-dimethyl-silanyloxy )-phenyl]-2-[4-hydroxy-4-(4-methyl-benzyl)-piperidin-1-yl]-acetamide). RXN SMILES: [C:1]([Si:5]([CH3:19])([CH3:18])[O:6][C:7]1[CH:12]=[CH:11][C:10]([NH:13][C:14](=[O:17])[CH2:15]Cl)=[CH:9][CH:8]=1)([CH3:4])([CH3:3])[CH3:2].[CH3:20][C:21]1[CH:34]=[CH:33][C:24]([CH2:25][C:26]2([OH:32])[CH2:31][CH2:30][NH:29][CH2:28][CH2:27]2)=[CH:23][CH:22]=1>>[C:1]([Si:5]([CH3:19])([CH3:18])[O:6][C:7]1[CH:12]=[CH:11][C:10]([NH:13][C:14](=[O:17])[CH2:15][N:29]2[CH2:30][CH2:31][C:26]([OH:32])([CH2:25][C:24]3[CH:33]=[CH:34][C:21]([CH3:20])=[CH:22][CH:23]=3)[CH2:27][CH2:28]2)=[CH:9][CH:8]=1)([CH3:4])([CH3:3])[CH3:2]. Reported procedure: The title compound, m.p. 136°-138° C. and MS: m/e=468 (M+), was prepared from N-[4-(tert-Butyl-dimethyl-silanyloxy)-phenyl]-2-chloro-acetamide and 4-(4-Methyl-benzyl)-piperidin-4-ol. Starting materials: COc1ccc(CN(Cc2ccc(OC)cc2)c2ncc(-c3nc(N4CCOCC4)nc4c3CCN4)cn2)cc1, COc1ccc(CN(Cc2ccc(OC)cc2)c2ncc(-c3nc(N4CCOCC4)nc4c3CCN4C(=O)Nc3c(F)cc(C(=O)N4CCN(C)CC4)cc3F)cn2)cc1, CN1CCN(C(=O)c2cc(F)c(N)c(F)c2)CC1. Product: CN1CCN(C(=O)c2cc(F)c(NC(=O)N3CCc4c(-c5cnc(N)nc5)nc(N5CCOCC5)nc43)c(F)c2)CC1. RXN SMILES: [CH3:1][O:2][c:3]1[cH:4][cH:5][c:6]([CH2:7][N:8]([CH2:9][c:10]2[cH:11][cH:12][c:13]([O:14][CH3:15])[cH:16][cH:17]2)[c:18]2[n:19][cH:20][c:21](-[c:22]3[c:23]4[c:27]([n:28][c:29]([N:30]5[CH2:31][CH2:32][O:33][CH2:34][CH2:35]5)[n:36]3)[NH:26][CH2:25][CH2:24]4)[cH:37][n:38]2)[cH:39][cH:40]1.[F:59][c:60]1[c:61]([NH:76][C:77](=[O:78])[N:79]2[CH2:80][CH2:81][c:82]3[c:83]2[n:84][c:85]([N:113]2[CH2:114][CH2:115][O:116][CH2:117][CH2:118]2)[n:86][c:87]3-[c:88]2[cH:89][n:90][c:91]([N:94]([CH2:95][c:96]3[cH:97][cH:98][c:99]([O:100][CH3:101])[cH:102][cH:103]3)[CH2:104][c:105]3[cH:106][cH:107][c:108]([O:109][CH3:110])[cH:111][cH:112]3)[n:92][cH:93]2)[c:62]([F:75])[cH:63][c:64]([C:66](=[O:67])[N:68]2[CH2:69][CH2:70][N:71]([CH3:74])[CH2:72][CH2:73]2)[cH:65]1.[NH2:41][c:42]1[c:43]([F:44])[cH:45][c:46]([C:47]([N:48]2[CH2:49][CH2:50][N:51]([CH3:52])[CH2:53][CH2:54]2)=[O:55])[cH:56][c:57]1[F:58]>>[F:59][c:60]1[c:61]([NH:76][C:77](=[O:78])[N:79]2[CH2:80][CH2:81][c:82]3[c:83]2[n:84][c:85]([N:113]2[CH2:114][CH2:115][O:116][CH2:117][CH2:118]2)[n:86][c:87]3-[c:88]2[cH:89][n:90][c:91]([NH2:94])[n:92][cH:93]2)[c:62]([F:75])[cH:63][c:64]([C:66](=[O:67])[N:68]2[CH2:69][CH2:70][N:71]([CH3:74])[CH2:72][CH2:73]2)[cH:65]1.